Dataset: the Open Reaction Database (ORD), a public repository of structured organic reaction records. Task: describe an organic reaction: reactants, conditions, products, and yield The reactants are BrCc1ccccc1, O=C([O-])[O-], CC(C)=O, [Cs+], [Cs+], Cc1cc(I)ccc1O. The product is Cc1cc(I)ccc1OCc1ccccc1. As a reaction SMILES: [Br:16][CH2:17][c:18]1[cH:19][cH:20][cH:21][cH:22][cH:23]1.[C:10](=[O:11])([O-:12])[O-:13].[CH3:24][C:25](=[O:26])[CH3:27].[Cs+:14].[Cs+:15].[I:1][c:2]1[cH:3][c:4]([CH3:9])[c:5]([OH:8])[cH:6][cH:7]1>>[I:1][c:2]1[cH:3][c:4]([CH3:9])[c:5]([O:8][CH2:17][c:18]2[cH:19][cH:20][cH:21][cH:22][cH:23]2)[cH:6][cH:7]1. Conditions: temperature -30 celsius. As a reaction SMILES: [CH:1](=[N:9][CH:10]1[C:35](=[O:36])[N:12]2[C:13]([C:19]([O:21][CH:22]([C:29]3[CH:34]=[CH:33][CH:32]=[CH:31][CH:30]=3)[C:23]3[CH:28]=[CH:27][CH:26]=[CH:25][CH:24]=3)=[O:20])=[C:14]([CH2:17]O)[CH2:15][S:16][C@H:11]12)[C:2]1[C:3](=[CH:5][CH:6]=[CH:7][CH:8]=1)[OH:4].P(Cl)(Cl)(Cl)(Cl)[Cl:38].N1C=CC=CC=1>C(Cl)Cl>[CH:1](=[N:9][CH:10]1[C:35](=[O:36])[N:12]2[C:13]([C:19]([O:21][CH:22]([C:29]3[CH:34]=[CH:33][CH:32]=[CH:31][CH:30]=3)[C:23]3[CH:28]=[CH:27][CH:26]=[CH:25][CH:24]=3)=[O:20])=[C:14]([CH2:17][Cl:38])[CH2:15][S:16][C@H:11]12)[C:2]1[C:3](=[CH:5][CH:6]=[CH:7][CH:8]=1)[OH:4]. Solvent: C(Cl)Cl (methylene chloride). The reactants are ice water, C(C=1C(O)=CC=CC1)=NC1[C@@H]2N(C(=C(CS2)CO)C(=O)OC(C2=CC=CC=C2)C2=CC=CC=C2)C1=O (Benzhydryl 7-salicylideneamino-3-hydroxymethyl-3-cephem-4-carboxylate), N1=CC=CC=C1 (pyridine), P(Cl)(Cl)(Cl)(Cl)Cl (phosphorus pentachloride). Isolated yield 85.9%. Reported procedure: Benzhydryl 7-salicylideneamino-3-hydroxymethyl-3-cephem-4-carboxylate (1.01 g) was dissolved in methylene chloride (10 ml) and cooled to -30° C. To this solution was added phosphorus pentachloride (0.46 g), followed by addition of pyridine (0.18 ml). The reaction mixture was stirred for an hour at -30° to -20° C. and poured into ice-water. The separated organic layer was washed with water and an aqueous sodium chloride, followed by drying over magnesium sulfate. The solvent was evaporated in vac... Product: C(C=1C(O)=CC=CC1)=NC1[C@@H]2N(C(=C(CS2)CCl)C(=O)OC(C2=CC=CC=C2)C2=CC=CC=C2)C1=O (benzhydryl 7-salicylideneamino-3-chloromethyl-3-cephem-4-carboxylate).